From a dataset of the Open Reaction Database (ORD), a public repository of structured organic reaction records. describe an organic reaction: reactants, conditions, products, and yield Yields the product Cc1cc(C)c(C(C#N)c2cnccn2)c(C)c1. Reaction SMILES: [CH2:26]1[O:27][CH2:28][CH2:29][CH2:30]1.[CH3:1][c:2]1[c:3]([CH2:10][C:11]#[N:12])[c:4]([CH3:9])[cH:5][c:6]([CH3:8])[cH:7]1.[CH3:20][C:21]([CH3:22])([O-:23])[CH3:24].[Cl-:31].[Cl:13][c:14]1[n:15][cH:16][cH:17][n:18][cH:19]1.[K+:25].[NH4+:32]>>[CH3:1][c:2]1[c:3]([CH:10]([C:11]#[N:12])[c:14]2[n:15][cH:16][cH:17][n:18][cH:19]2)[c:4]([CH3:9])[cH:5][c:6]([CH3:8])[cH:7]1. Starting materials: C1CCOC1, Cc1cc(C)c(CC#N)c(C)c1, CC(C)(C)[O-], [Cl-], Clc1cnccn1, [K+], [NH4+]. The reactants are CC1=C(C=2C(=NC=CC2)N1)C(=O)OC(C)(C)C (tert-butyl 2-methyl-1H-pyrrolo[2,3-b]pyridine-3-carboxylate), BrC(C)C(CC)=O (2-bromopentan-3-one), C(=O)([O-])[O-].[Cs+].[Cs+] (Cs2CO3). Solvent: CC#N (CH3CN). The product is CC1=C(C=2C(=NC=CC2)N1C(C)C(CC)=O)C(=O)OC(C)(C)C (tert-butyl 2-methyl-1-(3-oxopentan-2-yl)-1H-pyrrolo[2,3-b]pyridine-3-carboxylate). Yield: 7.0%. Reaction SMILES: [CH3:1][C:2]1[NH:10][C:5]2=[N:6][CH:7]=[CH:8][CH:9]=[C:4]2[C:3]=1[C:11]([O:13][C:14]([CH3:17])([CH3:16])[CH3:15])=[O:12].Br[CH:19]([C:21](=[O:24])[CH2:22][CH3:23])[CH3:20].C([O-])([O-])=O.[Cs+].[Cs+]>CC#N>[CH3:1][C:2]1[N:10]([CH:19]([C:21](=[O:24])[CH2:22][CH3:23])[CH3:20])[C:5]2=[N:6][CH:7]=[CH:8][CH:9]=[C:4]2[C:3]=1[C:11]([O:13][C:14]([CH3:17])([CH3:16])[CH3:15])=[O:12] |f:2.3.4|. Procedure: The solution of tert-butyl 2-methyl-1H-pyrrolo[2,3-b]pyridine-3-carboxylate (1.0 g, 4.31 mmol), 2-bromopentan-3-one (1.1 g, 6.46 mmol), Cs2CO3 (2.8 g, 8.61 mmol), KI (142.9 mg, 0.86 mmol) in CH3CN (4 ml) were stirred at 70° C. for 2 h. After the reaction completed, the solution was cooled to r.t. and filtered off. The filtration was evaporated under vacuum. The residue was purified by flash column (Eluent: PE:EtOAc=5:1) to get tert-butyl 2-methyl-1-(3-oxopentan-2-yl)-1H-pyrrolo[2,3-b]pyridine-3-...